This data is from the Open Reaction Database (ORD), a public repository of structured organic reaction records. The task is: describe an organic reaction: reactants, conditions, products, and yield Reactants: ClC1=C(C=CC=C1)CCC(=O)O (3-(2-chlorophenyl)propanoic acid), S(=O)(Cl)Cl (thionyl chloride). The solvent is C1(=CC=CC=C1)C (toluene). Yields the product ClC1=C(C=CC=C1)CCC(=O)Cl (3-(2-chlorophenyl)propanoyl chloride). Reaction SMILES: [Cl:1][C:2]1[CH:7]=[CH:6][CH:5]=[CH:4][C:3]=1[CH2:8][CH2:9][C:10]([OH:12])=O.S(Cl)([Cl:15])=O>C1(C)C=CC=CC=1>[Cl:1][C:2]1[CH:7]=[CH:6][CH:5]=[CH:4][C:3]=1[CH2:8][CH2:9][C:10]([Cl:15])=[O:12]. Reported procedure: A mixture of 3-(2-chlorophenyl)propanoic acid (5.0 g, 27.1 mmole), thionyl chloride (10.9 ml, 149 mmole) and toluene (75 ml) was refluxed for two hours. Concentration in vacuo gave 3-(2-chlorophenyl)propanoyl chloride which was taken up in methylene chloride and used in the next step without further purification. The reactants are C(C1=CC=CC=C1)OCC(=O)Cl (benzyloxyacetyl chloride), [H-].[Na+] (NaH), N1C=C(C2=CC=CC=C12)C=O (indole-3-carboxaldehyde), [H-].[Na+] (NaH), C(C1=CC=CC=C1)OCC(=O)Cl (benzyloxyacetyl chloride). Solvent: C1CCOC1 (THF). Conditions: time 1 hour. Yields the product C(C1=CC=CC=C1)OCC(=O)N1C=C(C2=CC=CC=C12)C=O (1-(2-Benzyloxy-acetyl)-1H-indole-3-carbaldehyde). RXN SMILES: [NH:1]1[C:9]2[C:4](=[CH:5][CH:6]=[CH:7][CH:8]=2)[C:3]([CH:10]=[O:11])=[CH:2]1.[H-].[Na+].[CH2:14]([O:21][CH2:22][C:23](Cl)=[O:24])[C:15]1[CH:20]=[CH:19][CH:18]=[CH:17][CH:16]=1>C1COCC1>[CH2:14]([O:21][CH2:22][C:23]([N:1]1[C:9]2[C:4](=[CH:5][CH:6]=[CH:7][CH:8]=2)[C:3]([CH:10]=[O:11])=[CH:2]1)=[O:24])[C:15]1[CH:20]=[CH:19][CH:18]=[CH:17][CH:16]=1 |f:1.2|. Reported procedure: To a solution of indole-3-carboxaldehyde (2 g, 13.8 mmol) in THF (70 mL) at 5° C., was added NaH (60% in mineral oil, 551 mg, 13.8 mmol) under nitrogen atmosphere. The mixture was stirred at 5° C. for 30 min before dropwise addition of benzyloxyacetyl chloride (2.6 mL, 16.53 mmol) over 20 min maintaining the internal temperature between 5° C. and 10° C. The resulting dark solution was further stirred at RT for 1 h. As the reaction was not completed benzyloxyacetyl chloride (1 mL, 6.44 mmol, 0.5 ...